This data is from the Open Reaction Database (ORD), a public repository of structured organic reaction records. The task is: describe an organic reaction: reactants, conditions, products, and yield The reactants are NC1=CC(CC(C1)(C)C)=O (3-amino-5,5-dimethyl-2-cyclohexen-1-one), ClC1=C(C=C(C=O)C=C1)N1C=CC=C1 (4-chloro-3-(1H-pyrrol-1-yl)benzaldehyde). Product: ClC1=C(C=C(C=C1)C1C=2C(CC(CC2NC=2CC(CC(C12)=O)(C)C)(C)C)=O)N1C=CC=C1 (9-[4-chloro-3-(1H-pyrrol-1-yl)phenyl]-3,4,6,7,9,10-hexahydro-3,3,6,6-tetramethyl-1,8(2H,5H)-acridinedione). As a reaction SMILES: [NH2:1][C:2]1[CH2:7][C:6]([CH3:9])([CH3:8])[CH2:5][C:4](=[O:10])[CH:3]=1.[Cl:11][C:12]1[CH:19]=[CH:18][C:15]([CH:16]=O)=[CH:14][C:13]=1[N:20]1[CH:24]=[CH:23][CH:22]=[CH:21]1>>[Cl:11][C:12]1[CH:19]=[CH:18][C:15]([CH:16]2[C:3]3[C:4](=[O:10])[CH2:5][C:6]([CH3:9])([CH3:8])[CH2:7][C:2]=3[NH:1][C:2]3[CH2:7][C:6]([CH3:9])([CH3:8])[CH2:5][C:4](=[O:10])[C:3]2=3)=[CH:14][C:13]=1[N:20]1[CH:24]=[CH:23][CH:22]=[CH:21]1. Procedure details: Reaction of 3-amino-5,5-dimethyl-2-cyclohexen-1-one with 4-chloro-3-(1H-pyrrol-1-yl)benzaldehyde in an analogous manner to that described in Example 1 gave 9-[4-chloro-3-(1H-pyrrol-1-yl)phenyl]-3,4,6,7,9,10-hexahydro-3,3,6,6-tetramethyl-1,8(2H,5H)-acridinedione. This product was recrystallized from dimethylformamide/water and gave a yellow crystalline solid of melting point 282-283° C. (decomposition). Reactants: CCCCCC.C(C)(=O)OCC (hexane ethyl acetate), COC=1C(=C(OCCCOC2=C(C3=C(CCC(O3)C(=O)[O-])C=C2)CCC)C=CC1C(CSC#N)=O)CCC (3,4-dihydro-7-[3-[3-methoxy-4-(1-oxo-2-thiocyanatoethyl)-2-propylphenoxy]propoxy]-8-propyl-2H-1-benzopyran-2-carboxylate), CO (methanol), C[O-].[Na+] (sodium methoxide), C(C)OCC.O (ethyl ether water). Reaction conditions: time 30 minute. Product: COC=1C(=C(OCCCOC2=C(C3=C(CCC(O3)C(=O)OC)C=C2)CCC)C=CC1C=1N=C(SC1)OC)CCC (Methyl 3,4-dihydro-7-[3-[3-methoxy-4-(2-methoxy-4-thiazolyl)-2-propylphenoxy]propoxy]-8-propyl-2H-1-benzopyran-2-carboxylate). Isolated yield 39.0%. RXN SMILES: [CH3:1][O:2][C:3]1[C:4]([CH2:36][CH2:37][CH3:38])=[C:5]([CH:27]=[CH:28][C:29]=1[C:30](=O)[CH2:31][S:32][C:33]#[N:34])[O:6][CH2:7][CH2:8][CH2:9][O:10][C:11]1[CH:23]=[CH:22][C:14]2[CH2:15][CH2:16]C(C([O-])=O)[O:18][C:13]=2[C:12]=1[CH2:24][CH2:25][CH3:26].CO.C[O-].[Na+].[CH2:44]([O:46]CC)C.O.CCCCCC.[C:56]([O:59][CH2:60]C)(=[O:58])[CH3:57]>>[CH3:1][O:2][C:3]1[C:4]([CH2:36][CH2:37][CH3:38])=[C:5]([CH:27]=[CH:28][C:29]=1[C:30]1[N:34]=[C:33]([O:46][CH3:44])[S:32][CH:31]=1)[O:6][CH2:7][CH2:8][CH2:9][O:10][C:11]1[CH:23]=[CH:22][C:14]2[CH2:15][CH2:16][CH:57]([C:56]([O:59][CH3:60])=[O:58])[O:18][C:13]=2[C:12]=1[CH2:24][CH2:25][CH3:26] |f:2.3,4.5,6.7|. Reported procedure: The compound of Example 22 (20 mg, 35.9 μmol) was mixed with 2 mL of methanol and about 10 mg sodium methoxide, and the reaction mixture was held at room temperature for 30 min. The reaction mixture was poured into ethyl ether/water, and the ether layer was washed with brine, dried over sodium sulfate, and concentrated. Flash chromatography on silica gel using 20:1 to 10:1 to 5:1 hexane/ethyl acetate as eluant gave the product (24 mg, 42.1 μmol, 39% yield). High resolution mass spectrum, m/e 569... The reactants are FC1=CC=C(C#N)C=C1 (4-fluorobenzonitrile), C(CC)S (1-propanethiol). Product: C(CC)SC1=CC=C(C#N)C=C1 (4-(propylthio)benzonitrile). RXN SMILES: F[C:2]1[CH:9]=[CH:8][C:5]([C:6]#[N:7])=[CH:4][CH:3]=1.[CH2:10]([SH:13])[CH2:11][CH3:12]>>[CH2:10]([S:13][C:2]1[CH:9]=[CH:8][C:5]([C:6]#[N:7])=[CH:4][CH:3]=1)[CH2:11][CH3:12]. Reported procedure: 1 g of 4-fluorobenzonitrile was used in Procedure Q with 1-propanethiol to afford 4-(propylthio)benzonitrile. 860 mg of 4-(propylthio)benzonitrile was reacted via Procedure T to give 4-(propylthio)benzoic acid. 700 mg of 4-(propylthio)benzoic acid was reacted via Procedure R to give 4-(propylsulfonyl)benzoic acid. 60 mg of 4-chloro-3-(pyridin-2-yl)aniline was coupled to 4-(propylsulfonyl)benzoic acid via Procedure G. The product was purified on reverse phase HPLC to yield N-(4-chloro-3-(pyridin-...